This data is from the Open Reaction Database (ORD), a public repository of structured organic reaction records. The task is: describe an organic reaction: reactants, conditions, products, and yield Starting materials: CN1CCNCC1, CSC(=N)N, O, O=S(=O)(O)O. The product is CN1CCN(C(=N)N)CC1, O=S(=O)(O)O. As a reaction SMILES: [CH3:11][N:12]1[CH2:13][CH2:14][NH:15][CH2:16][CH2:17]1.[CH3:6][S:7][C:8]([NH2:9])=[NH:10].[OH2:18].[S:1](=[O:2])(=[O:3])([OH:4])[OH:5]>>[C:8](=[NH:9])([NH2:10])[N:15]1[CH2:14][CH2:13][N:12]([CH3:11])[CH2:17][CH2:16]1.[S:1](=[O:2])(=[O:3])([OH:4])[OH:5]. The reactants are CC(C)(C)N, CC(C)(C)OC(=O)N1CCN(C(=O)OCc2ccccc2)C(C(=O)O)C1, CCN1CCOCC1, CC(C)COC(=O)Cl, C1CCOC1. Yields the product CC(C)(C)NC(=O)C1CN(C(=O)OC(C)(C)C)CCN1C(=O)OCc1ccccc1. As a reaction SMILES: [C:43]([CH3:44])([CH3:45])([CH3:46])[NH2:47].[CH2:1]([c:2]1[cH:3][cH:4][cH:5][cH:6][cH:7]1)[O:8][C:9](=[O:10])[N:11]1[CH:12]([C:24](=[O:25])[OH:26])[CH2:13][N:14]([C:17](=[O:18])[O:19][C:20]([CH3:21])([CH3:22])[CH3:23])[CH2:15][CH2:16]1.[CH2:27]([N:28]1[CH2:29][CH2:30][O:31][CH2:32][CH2:33]1)[CH3:34].[Cl:35][C:36]([O:37][CH2:38][CH:39]([CH3:40])[CH3:41])=[O:42].[O:48]1[CH2:49][CH2:50][CH2:51][CH2:52]1>>[CH2:1]([c:2]1[cH:3][cH:4][cH:5][cH:6][cH:7]1)[O:8][C:9](=[O:10])[N:11]1[CH:12]([C:24](=[O:25])[NH:47][C:43]([CH3:44])([CH3:45])[CH3:46])[CH2:13][N:14]([C:17](=[O:18])[O:19][C:20]([CH3:21])([CH3:22])[CH3:23])[CH2:15][CH2:16]1. Procedure details: A mixture of (pyridin-3-yl)-thiourea (0.08 g) and the syn isomer of 2-benzhydryloxycarbonyl-3-(1-bromo-2-oxoethyl)-7-[2-(2-t-butoxycarbonylprop-2-yl-oxyimino)-2-(2-tritylaminothiazol-4-yl)-acetamido]-8-oxo-5-thia-1-azabicyclo[4.2.0]oct-2-ene (mixture of the two diastereoisomers in respect of the substituent in the 3-position) (0.55 g) in tetrahydrofuran (10 cc) is stirred for 35 minutes at 25° C. and then treated with pyridine (0.042 cc) and water (1 cc). The reaction mixture is stirred for 16 h... The reactants are N1=CC=CC=C1 (pyridine), N1=CC(=CC=C1)NC(=S)N ((pyridin-3-yl)-thiourea), C(C1=CC=CC=C1)(C1=CC=CC=C1)OC(=O)C=1N2C(C(C2SCC1C(C=O)Br)NC(C(C=1N=C(SC1)NC(C1=CC=CC=C1)(C1=CC=CC=C1)C1=CC=CC=C1)=NOC(C)(C)C(=O)OC(C)(C)C)=O)=O (2-benzhydryloxycarbonyl-3-(1-bromo-2-oxoethyl)-7-[2-(2-t-butoxycarbonylprop-2-yl-oxyimino)-2-(2-tritylaminothiazol-4-yl)-acetamido]-8-oxo-5-thia-1-azabicyclo[4.2.0]oct-2-ene), Cl (hydrochloric acid). Solvent: O (water), O1CCCC1 (tetrahydrofuran), C(C)(=O)OCC (ethyl acetate). Reaction SMILES: [N:1]1[CH:6]=[CH:5][CH:4]=[C:3]([NH:7][C:8]([NH2:10])=[S:9])[CH:2]=1.[CH:11]([O:24][C:25]([C:27]1[N:28]2[CH:31]([S:32][CH2:33][C:34]=1[CH:35](Br)[CH:36]=O)[CH:30]([NH:39][C:40](=[O:79])[C:41](=[N:67][O:68][C:69]([C:72]([O:74][C:75]([CH3:78])([CH3:77])[CH3:76])=[O:73])([CH3:71])[CH3:70])[C:42]1[N:43]=[C:44]([NH:47][C:48]([C:61]3[CH:66]=[CH:65][CH:64]=[CH:63][CH:62]=3)([C:55]3[CH:60]=[CH:59][CH:58]=[CH:57][CH:56]=3)[C:49]3[CH:54]=[CH:53][CH:52]=[CH:51][CH:50]=3)[S:45][CH:46]=1)[C:29]2=[O:80])=[O:26])([C:18]1[CH:23]=[CH:22][CH:21]=[CH:20][CH:19]=1)[C:12]1[CH:17]=[CH:16][CH:15]=[CH:14][CH:13]=1.N1C=CC=CC=1.Cl>O1CCCC1.C(OCC)(=O)C.O>[CH:11]([O:24][C:25]([C:27]1[N:28]2[CH:31]([S:32][CH2:33][C:34]=1[C:35]1[S:9][C:8]([NH:7][C:3]3[CH:2]=[N:1][CH:6]=[CH:5][CH:4]=3)=[N:10][CH:36]=1)[CH:30]([NH:39][C:40](=[O:79])[C:41](=[N:67][O:68][C:69]([C:72]([O:74][C:75]([CH3:78])([CH3:77])[CH3:76])=[O:73])([CH3:70])[CH3:71])[C:42]1[N:43]=[C:44]([NH:47][C:48]([C:55]3[CH:60]=[CH:59][CH:58]=[CH:57][CH:56]=3)([C:49]3[CH:54]=[CH:53][CH:52]=[CH:51][CH:50]=3)[C:61]3[CH:62]=[CH:63][CH:64]=[CH:65][CH:66]=3)[S:45][CH:46]=1)[C:29]2=[O:80])=[O:26])([C:18]1[CH:23]=[CH:22][CH:21]=[CH:20][CH:19]=1)[C:12]1[CH:17]=[CH:16][CH:15]=[CH:14][CH:13]=1. Reaction conditions: temperature 25 celsius, time 35 minute. The product is C(C1=CC=CC=C1)(C1=CC=CC=C1)OC(=O)C=1N2C(C(C2SCC1C1=CN=C(S1)NC=1C=NC=CC1)NC(C(C=1N=C(SC1)NC(C1=CC=CC=C1)(C1=CC=CC=C1)C1=CC=CC=C1)=NOC(C)(C)C(=O)OC(C)(C)C)=O)=O (2-benzhydryloxycarbonyl-7-[2-(2-t-butoxycarbonylprop-2-yl-oxyimino)-2-(2-tritylaminothiazol-4-yl)-acetamido]-8-oxo-3-[2-(pyridin-3-yl-amino)-thiazol-5-yl]-5-thia-1-azabicyclo[4.2.0]oct-2-ene).